Task: describe an organic reaction: reactants, conditions, products, and yield. Dataset: the Open Reaction Database (ORD), a public repository of structured organic reaction records Reactants: P(=O)([O-])([O-])[O-].[K+].[K+].[K+] (Tripotassium phosphate), O (water), COC1=NC=C(C=C1N)B1OC(CC(O1)(C)C)(C)C (2-(methyloxy)-5-(4,4,6,6-tetramethyl-1,3,2-dioxaborinan-2-yl)-3-pyridinamine), BrC=1C=C(C2=CN(N=C2C1)C1OCCCC1)NC(=O)C=1N=C(SC1)CN1C[C@H](O[C@H](C1)C)C (N-[6-Bromo-2-(tetrahydro-2H-pyran-2-yl)-2H-indazol-4-yl]-2-{[(2R,6S)-2,6-dimethyl-4-morpholinyl]methyl}-1,3-thiazole-4-carboxamide). The reagents and catalysts are Cl[Pd]C1=C(C=CC=C1)C1=C(C=CC=C1)N(C)C.[C@@H]12C(C[C@@H](CC1)C2)PC2[C@H]1CC[C@@H](C2)C1 (chloro[2′-(dimethylamino)-2-biphenylyl]palladium (1R,4S)-bicyclo[2.2.1]hept-2-yl[(1S,4R)-bicyclo[2.2.1]hept-2-yl]phosphane). Run in O1CCOCC1 (1,4-dioxane). Reaction conditions: temperature 140 celsius. Yields the product NC=1C=C(C=NC1OC)C=1C=C(C2=CN(N=C2C1)C1OCCCC1)NC(=O)C=1N=C(SC1)CN1C[C@H](O[C@H](C1)C)C (N-[6-[5-Amino-6-(methyloxy)-3-pyridinyl]-2-(tetrahydro-2H-pyran-2-yl)-2H-indazol-4-yl]-2-{[(2R,6S)-2,6-dimethyl-4-morpholinyl]methyl}-1,3-thiazole-4-carboxamide). The yield is 62.0%. Reaction SMILES: P([O-])([O-])([O-])=O.[K+].[K+].[K+].[CH3:9][O:10][C:11]1[C:16]([NH2:17])=[CH:15][C:14](B2OC(C)(C)CC(C)(C)O2)=[CH:13][N:12]=1.Br[C:29]1[CH:30]=[C:31]([NH:44][C:45]([C:47]2[N:48]=[C:49]([CH2:52][N:53]3[CH2:58][C@H:57]([CH3:59])[O:56][C@H:55]([CH3:60])[CH2:54]3)[S:50][CH:51]=2)=[O:46])[C:32]2[C:36]([CH:37]=1)=[N:35][N:34]([CH:38]1[CH2:43][CH2:42][CH2:41][CH2:40][O:39]1)[CH:33]=2.O>O1CCOCC1.Cl[Pd]C1C=CC=CC=1C1C=CC=CC=1N(C)C.[C@H]12C[C@H](CC1)CC2PC1C[C@H]2C[C@@H]1CC2>[NH2:17][C:16]1[CH:15]=[C:14]([C:29]2[CH:30]=[C:31]([NH:44][C:45]([C:47]3[N:48]=[C:49]([CH2:52][N:53]4[CH2:58][C@H:57]([CH3:59])[O:56][C@H:55]([CH3:60])[CH2:54]4)[S:50][CH:51]=3)=[O:46])[C:32]3[C:36]([CH:37]=2)=[N:35][N:34]([CH:38]2[CH2:43][CH2:42][CH2:41][CH2:40][O:39]2)[CH:33]=3)[CH:13]=[N:12][C:11]=1[O:10][CH3:9] |f:0.1.2.3,8.9|. Reported procedure: Tripotassium phosphate (910 mg, 4.29 mmol), chloro[2′-(dimethylamino)-2-biphenylyl]palladium-(1R,4S)-bicyclo[2.2.1]hept-2-yl[(1S,4R)-bicyclo[2.2.1]hept-2-yl]phosphane (1:1) (105 mg, 0.143 mmol) and 2-(methyloxy)-5-(4,4,6,6-tetramethyl-1,3,2-dioxaborinan-2-yl)-3-pyridinamine (453 mg, 1.715 mmol) were weighed to a 20 ml microwave vial. N-[6-Bromo-2-(tetrahydro-2H-pyran-2-yl)-2H-indazol-4-yl]-2-{[(2R,6S)-2,6-dimethyl-4-morpholinyl]methyl}-1,3-thiazole-4-carboxamide (764 mg, 1.429 mmol) was dissolve...